From a dataset of the Open Reaction Database (ORD), a public repository of structured organic reaction records. describe an organic reaction: reactants, conditions, products, and yield Reactants: ClC1=CC=C(C=C1)SCl (4-chlorophenylsulfenyl chloride), FC=1C=C(OC2=CC=C(OCCNC(OCC)=O)C=C2)C=C(C1)F (ethyl 2-[4-(3,5-difluorophenoxy)phenoxy]ethylcarbamate), Cl (hydrochloric acid). Run in N1=CC=CC=C1 (pyridine). Yields the product ClC1=CC=C(C=C1)SN(C(OCC)=O)CCOC1=CC=C(C=C1)OC1=CC(=CC(=C1)F)F (ethyl N-(4-chlorophenylthio)-2-[4-(3,5-difluorophenoxy)phenoxy]ethylcarbamate). Reaction SMILES: [Cl:1][C:2]1[CH:7]=[CH:6][C:5]([S:8]Cl)=[CH:4][CH:3]=1.[F:10][C:11]1[CH:12]=[C:13]([CH:30]=[C:31]([F:33])[CH:32]=1)[O:14][C:15]1[CH:29]=[CH:28][C:18]([O:19][CH2:20][CH2:21][NH:22][C:23](=[O:27])[O:24][CH2:25][CH3:26])=[CH:17][CH:16]=1.Cl>N1C=CC=CC=1>[Cl:1][C:2]1[CH:7]=[CH:6][C:5]([S:8][N:22]([CH2:21][CH2:20][O:19][C:18]2[CH:17]=[CH:16][C:15]([O:14][C:13]3[CH:30]=[C:31]([F:33])[CH:32]=[C:11]([F:10])[CH:12]=3)=[CH:29][CH:28]=2)[C:23](=[O:27])[O:24][CH2:25][CH3:26])=[CH:4][CH:3]=1. Reported procedure: 7.6 g of freshly distilled 4-chlorophenylsulfenyl chloride is added dropwise at 0° to +5° C. in the course of 30 minutes to a solution of 12 g of ethyl 2-[4-(3,5-difluorophenoxy)phenoxy]ethylcarbamate in 40 ml of pyridine, with stirring. After this, the mixture is stirred for 16 more hours at room temperature. The reaction mixture is poured into 200 ml of 2N hydrochloric acid and ice, and the mixture is extracted twice using diethyl ether. The combined ether extracts are washed to neutrality wit... Reactants: Cc1c(C)c2c(c3c1OC(C(=O)O)C3)CC(C(C)C)C2=O, CI, CN(C)C=O, Cl, [H-], [Na+], [Na+], [OH-], O. Product: Cc1c(C)c2c(c3c1OC(C(=O)O)C3)CC(C)(C(C)C)C2=O. Reaction SMILES: [CH3:1][c:2]1[c:3]([CH3:21])[c:4]2[c:8]([c:9]3[c:10]1[O:11][CH:12]([C:14](=[O:15])[OH:16])[CH2:13]3)[CH2:7][CH:6]([CH:17]([CH3:18])[CH3:19])[C:5]2=[O:20].[CH3:24][I:25].[CH3:29][N:30]([CH3:31])[CH:32]=[O:33].[ClH:28].[H-:22].[Na+:23].[Na+:27].[OH-:26].[OH2:34]>>[CH3:1][c:2]1[c:3]([CH3:21])[c:4]2[c:8]([c:9]3[c:10]1[O:11][CH:12]([C:14](=[O:15])[OH:16])[CH2:13]3)[CH2:7][C:6]([CH:17]([CH3:18])[CH3:19])([CH3:24])[C:5]2=[O:20]. Starting materials: CC(=O)Cl, N#Cc1sc(N2CCOCC2)nc1N, c1ccncc1. The product is CC(=O)Nc1nc(N2CCOCC2)sc1C#N. As a reaction SMILES: [CH3:15][C:16]([Cl:17])=[O:18].[NH2:1][c:2]1[n:3][c:4]([N:9]2[CH2:10][CH2:11][O:12][CH2:13][CH2:14]2)[s:5][c:6]1[C:7]#[N:8].[cH:19]1[cH:20][cH:21][n:22][cH:23][cH:24]1>>[NH:1]([c:2]1[n:3][c:4]([N:9]2[CH2:10][CH2:11][O:12][CH2:13][CH2:14]2)[s:5][c:6]1[C:7]#[N:8])[C:16]([CH3:15])=[O:18].